From a dataset of the Open Reaction Database (ORD), a public repository of structured organic reaction records. describe an organic reaction: reactants, conditions, products, and yield Starting materials: C[Si](C)(C)[N-][Si](C)(C)C.[Li+] (Lithium bis(trimethylsilyl)amide), [I-].FC(CC[P+](C1=CC=CC=C1)(C1=CC=CC=C1)C1=CC=CC=C1)(F)F ((3,3,3-trifluoropropyl)triphenylphosphonium iodide), C(C)OC(=O)Cl (ethylchloroformate). Run in O1CCCC1 (tetrahydrofuran). Reaction conditions: temperature -5 celsius, time 2 hour. Product: C(C)OC(C(CC(F)(F)F)=P(C1=CC=CC=C1)(C1=CC=CC=C1)C1=CC=CC=C1)=O (4,4,4-Trifluoro-2-(triphenyl-λ5-phosphanylidene)-butyric acid ethyl ester). The yield is 88.8%. Reaction SMILES: [I-].[F:2][C:3]([F:26])([F:25])[CH2:4][CH2:5][P+:6]([C:19]1[CH:24]=[CH:23][CH:22]=[CH:21][CH:20]=1)([C:13]1[CH:18]=[CH:17][CH:16]=[CH:15][CH:14]=1)[C:7]1[CH:12]=[CH:11][CH:10]=[CH:9][CH:8]=1.C[Si]([N-][Si](C)(C)C)(C)C.[Li+].[CH2:37]([O:39][C:40](Cl)=[O:41])[CH3:38]>O1CCCC1>[CH2:37]([O:39][C:40](=[O:41])[C:5](=[P:6]([C:13]1[CH:14]=[CH:15][CH:16]=[CH:17][CH:18]=1)([C:7]1[CH:8]=[CH:9][CH:10]=[CH:11][CH:12]=1)[C:19]1[CH:24]=[CH:23][CH:22]=[CH:21][CH:20]=1)[CH2:4][C:3]([F:2])([F:25])[F:26])[CH3:38] |f:0.1,2.3|. Reported procedure: A suspension of (3,3,3-trifluoropropyl)triphenylphosphonium iodide (194.5 g, 0.4 moles) in tetrahydrofuran (THF—anhydrous, 800 mL) was cooled to −5° C. in an ice/brine bath under nitrogen. Lithium bis(trimethylsilyl)amide (1.0 M in THF, 800 mL, 0.8 moles) was added to this suspension drop-wise over 2 hours. The temperature was maintained below 5° C. throughout the addition. The reaction mixture was then cooled to −75° C. in a dry ice/acetone bath. To this solution, ethylchloroformate (76.5 mL, 0... Reaction conditions: temperature 90 celsius. Yields the product ClC=1SC2=C(N1)C(=CC=C2F)C(F)(F)F (2-Chloro-7-fluoro-4-trifluoromethyl-1,3-benzothiazole). Reactants: FC1=C(N)C(=CC=C1F)C(F)(F)F (2,3-difluoro-6-trifluoromethylaniline), SC=1SC2=C(N1)C(=CC=C2F)C(F)(F)F (2-mercapto-7-fluoro-4-trifluoromethyl-1,3-benzothiazole), ClC=1SC2=C(N1)C=C(C=C2)Cl (2,5-dichloro-1,3-benzothiazole). As a reaction SMILES: F[C:2]1[C:8]([F:9])=[CH:7][CH:6]=[C:5]([C:10]([F:13])([F:12])[F:11])[C:3]=1[NH2:4].SC1SC2C(F)=CC=C(C(F)(F)F)C=2N=1.[Cl:29][C:30]1[S:31]C2C=CC(Cl)=CC=2N=1>>[Cl:29][C:30]1[S:31][C:2]2[C:8]([F:9])=[CH:7][CH:6]=[C:5]([C:10]([F:13])([F:12])[F:11])[C:3]=2[N:4]=1. Reported procedure: The title compound was prepared from 2,3-difluoro-6-trifluoromethylaniline via 2-mercapto-7-fluoro-4-trifluoromethyl-1,3-benzothiazole as described for 2,5-dichloro-1,3-benzothiazole except that in the first step the reaction mixture was heated to 90° C. for 4 h. RXN SMILES: Cl.[N:2]1([C:8]2[CH:18]=[CH:17][C:11]([C:12]([O:14][CH2:15][CH3:16])=[O:13])=[CH:10][CH:9]=2)[CH2:7][CH2:6][NH:5][CH2:4][CH2:3]1.[Cl:19][C:20]1[CH:28]=[CH:27][C:23]([C:24](Cl)=[O:25])=[CH:22][CH:21]=1>N1C=CC=CC=1>[Cl:19][C:20]1[CH:28]=[CH:27][C:23]([C:24]([N:5]2[CH2:4][CH2:3][N:2]([C:8]3[CH:9]=[CH:10][C:11]([C:12]([O:14][CH2:15][CH3:16])=[O:13])=[CH:17][CH:18]=3)[CH2:7][CH2:6]2)=[O:25])=[CH:22][CH:21]=1 |f:0.1|. The product is ClC1=CC=C(C(=O)N2CCN(CC2)C2=CC=C(C(=O)OCC)C=C2)C=C1 (Ethyl 4-[1-(4-chlorobenzoyl)-piperazin-4-yl]-benzoate). Reported procedure: To a mixture of 13.5 g. (50 mmole) ethyl 4-(piperazin-1-yl)-benzoate hydrochloride and 130 ml. anhydrous pyridine are added, at 5°-10° C., 50 mmole 4-chlorobenzoyl chloride. The temperature is allowed to come to 20° C. and the reaction mixture is subsequently stirred for 6 hours at 40° C. After cooling, it is stirred into 400 ml. ice water, extracted twice with 250 ml. amounts of methylene chloride and the organic phase is dried with anhydrous sodium sulphate and evaporated in a vacuum. The resi... The reactants are Cl.N1(CCNCC1)C1=CC=C(C(=O)OCC)C=C1 (ethyl 4-(piperazin-1-yl)-benzoate hydrochloride), ClC1=CC=C(C(=O)Cl)C=C1 (4-chlorobenzoyl chloride). Conditions: temperature 40 celsius, time 6 hour. Yield: 82.0%. The solvent is N1=CC=CC=C1 (pyridine). Starting materials: CC#N, CC(C)COC(=O)N1CCN(c2nccc(Cl)n2)CC1, CC1(C)OB(c2ccccc2C(F)F)OC1(C)C, [K+], [K+], O=C([O-])[O-], O, c1ccc(P(c2ccccc2)(c2ccccc2)[Pd](P(c2ccccc2)(c2ccccc2)c2ccccc2)(P(c2ccccc2)(c2ccccc2)c2ccccc2)P(c2ccccc2)(c2ccccc2)c2ccccc2)cc1. The product is CC(C)COC(=O)N1CCN(c2nccc(-c3ccccc3C(F)F)n2)CC1. As a reaction SMILES: [CH3:46][C:47]#[N:48].[Cl:1][c:2]1[n:3][c:4]([N:8]2[CH2:9][CH2:10][N:11]([C:14](=[O:15])[O:16][CH2:17][CH:18]([CH3:19])[CH3:20])[CH2:12][CH2:13]2)[n:5][cH:6][cH:7]1.[F:21][CH:22]([c:23]1[c:24]([B:29]2[O:30][C:31]([CH3:32])([CH3:33])[C:34]([CH3:35])([CH3:36])[O:37]2)[cH:25][cH:26][cH:27][cH:28]1)[F:38].[K+:39].[K+:40].[O-:41][C:42]([O-:43])=[O:44].[OH2:45].[cH:49]1[cH:50][cH:51][c:52]([P:53]([Pd:54]([P:55]([c:56]2[cH:57][cH:58][cH:59][cH:60][cH:61]2)([c:62]2[cH:63][cH:64][cH:65][cH:66][cH:67]2)[c:68]2[cH:69][cH:70][cH:71][cH:72][cH:73]2)([P:74]([c:75]2[cH:76][cH:77][cH:78][cH:79][cH:80]2)([c:81]2[cH:82][cH:83][cH:84][cH:85][cH:86]2)[c:87]2[cH:88][cH:89][cH:90][cH:91][cH:92]2)[P:93]([c:94]2[cH:95][cH:96][cH:97][cH:98][cH:99]2)([c:100]2[cH:101][cH:102][cH:103][cH:104][cH:105]2)[c:106]2[cH:107][cH:108][cH:109][cH:110][cH:111]2)([c:112]2[cH:113][cH:114][cH:115][cH:116][cH:117]2)[c:118]2[cH:119][cH:120][cH:121][cH:122][cH:123]2)[cH:124][cH:125]1>>[c:2]1(-[c:24]2[c:23]([CH:22]([F:21])[F:38])[cH:28][cH:27][cH:26][cH:25]2)[n:3][c:4]([N:8]2[CH2:9][CH2:10][N:11]([C:14](=[O:15])[O:16][CH2:17][CH:18]([CH3:19])[CH3:20])[CH2:12][CH2:13]2)[n:5][cH:6][cH:7]1. Starting materials: O=C([O-])[O-], C#CCBr, COc1cc(OC)nc(Oc2ccccc2C=NO)n1, CN(C)C=O, [K+], [K+], O. The product is C#CCON=Cc1ccccc1Oc1nc(OC)cc(OC)n1. As a reaction SMILES: [C:31](=[O:32])([O-:33])[O-:34].[CH2:21]([C:22]#[CH:23])[Br:24].[CH3:1][O:2][c:3]1[n:4][c:5]([O:11][c:12]2[c:13]([CH:14]=[N:15][OH:16])[cH:17][cH:18][cH:19][cH:20]2)[n:6][c:7]([O:9][CH3:10])[cH:8]1.[CH3:26][N:27]([CH3:28])[CH:29]=[O:30].[K+:35].[K+:36].[OH2:25]>>[CH3:1][O:2][c:3]1[n:4][c:5]([O:11][c:12]2[c:13]([CH:14]=[N:15][O:16][CH2:23][C:22]#[CH:21])[cH:17][cH:18][cH:19][cH:20]2)[n:6][c:7]([O:9][CH3:10])[cH:8]1. Reactants: ClC1=NC=C(C(=C1)NCC1CCN(CC1)C(=O)OC(C)(C)C)I (tert-butyl 4-((2-chloro-5-iodopyridin-4-ylamino)methyl)piperidine-1-carboxylate), C[Si](OC(C)(C#C)C)(C)C (trimethyl(2-methylbut-3-yn-2-yloxy)silane), N1=CC=CC=C1 (pyridine), NC1=NC=CN(C1)C#N (2-amino-4-cyanopyrazine), CC1(C2=C(C(=CC=C2)P(C3=CC=CC=C3)C4=CC=CC=C4)OC5=C(C=CC=C51)P(C6=CC=CC=C6)C7=CC=CC=C7)C (Xantphos), C([O-])([O-])=O.[Cs+].[Cs+] (cesium carbonate). The reagents and catalysts are Cl[Pd]([P](C1=CC=CC=C1)(C2=CC=CC=C2)C3=CC=CC=C3)([P](C4=CC=CC=C4)(C5=CC=CC=C5)C6=CC=CC=C6)Cl (dichlorobis(triphenylphosphine)-palladium (II)), [Cu](I)I (copper iodide), Cl[Pd]([P](C1=CC=CC=C1)(C2=CC=CC=C2)C3=CC=CC=C3)([P](C4=CC=CC=C4)(C5=CC=CC=C5)C6=CC=CC=C6)Cl (dichlorobis(triphenylphosphine)-palladium (II)). Solvent: O1CCOCC1 (dioxane). Run at temperature 150 celsius. Yields the product C(#N)C=1N=CC(=NC1)NC1=NC=C(C(=C1)NCC1CCN(CC1)C(=O)OC(C)(C)C)C#CC(C)(C)O (tert-Butyl 4-((2-(5-cyanopyrazin-2-ylamino)-5-(3-hydroxy-3-methylbut-1-ynyl)pyridin-4-ylamino)methyl)piperidine-1-carboxylate). Yield: 30.0%. As a reaction SMILES: Cl[C:2]1[CH:7]=[C:6]([NH:8][CH2:9][CH:10]2[CH2:15][CH2:14][N:13]([C:16]([O:18][C:19]([CH3:22])([CH3:21])[CH3:20])=[O:17])[CH2:12][CH2:11]2)[C:5](I)=[CH:4][N:3]=1.C[Si](C)(C)[O:26][C:27]([CH3:31])([C:29]#[CH:30])[CH3:28].[N:34]1C=CC=C[CH:35]=1.[NH2:40][C:41]1[CH2:46][N:45](C#N)[CH:44]=[CH:43][N:42]=1.CC1(C)C2C(=C(P(C3C=CC=CC=3)C3C=CC=CC=3)C=CC=2)OC2C(P(C3C=CC=CC=3)C3C=CC=CC=3)=CC=CC1=2.C(=O)([O-])[O-].[Cs+].[Cs+]>O1CCOCC1.Cl[Pd](Cl)([P](C1C=CC=CC=1)(C1C=CC=CC=1)C1C=CC=CC=1)[P](C1C=CC=CC=1)(C1C=CC=CC=1)C1C=CC=CC=1.[Cu](I)I>[C:35]([C:44]1[N:45]=[CH:46][C:41]([NH:40][C:2]2[CH:7]=[C:6]([NH:8][CH2:9][CH:10]3[CH2:15][CH2:14][N:13]([C:16]([O:18][C:19]([CH3:22])([CH3:21])[CH3:20])=[O:17])[CH2:12][CH2:11]3)[C:5]([C:30]#[C:29][C:27]([OH:26])([CH3:31])[CH3:28])=[CH:4][N:3]=2)=[N:42][CH:43]=1)#[N:34] |f:5.6.7,^1:105,124|. Reported procedure: A solution of tert-butyl 4-((2-chloro-5-iodopyridin-4-ylamino)methyl)piperidine-1-carboxylate (Synthesis 170-B) (0.100 g, 0.22 mmol), dichlorobis(triphenylphosphine)-palladium (II) (0.009 g, 0.01 mmol), trimethyl(2-methylbut-3-yn-2-yloxy)silane (0.048 mL, 0.24 mmol) and copper iodide (0.002 g, 0.01 mmol) was heated under microwave irradiation for 5 min at 120° C. The crude mixture was concentrated in vacuo and filtered through a pad of silica, eluting with hexane/ethyl acetate (8/2), to give the...